Dataset: the Open Reaction Database (ORD), a public repository of structured organic reaction records. Task: describe an organic reaction: reactants, conditions, products, and yield The reactants are NC1=CC=C(C=C1)N1C2=C(NC(CC1=O)=O)C1=CC=CC=C1C=C2 (5-(4-aminophenyl)-1H-naphtho[1,2-b][1,4]diazepine-2,4(3H,5H)-dione), C(C1=CC=CC=C1)(=O)NCC1=CC=C(C=C1)N1C2=C(NC(CC1=O)=O)C1=CC=CC=C1C=C2 (5-[4-[(Benzoylamino)methyl]phenyl]-1H-naphtho[1,2-b][1,4]diazepine-2,4(3H,5H)-dione), ClC1=C(C(=O)Cl)C=CC=C1 (2-chlorobenzoyl chloride). The product is ClC1=C(C(=O)NC2=CC=C(C=C2)N2C3=C(NC(CC2=O)=O)C2=CC=CC=C2C=C3)C=CC=C1 (5-[4-(2-Chlorobenzoylamino)phenyl]-1H-naphtho[1,2-b][1,4]diazepine-2,4(3H,5H)-dione). Yield: 30.0%. RXN SMILES: [NH2:1][C:2]1[CH:7]=[CH:6][C:5]([N:8]2[C:14](=[O:15])[CH2:13][C:12](=[O:16])[NH:11][C:10]3[C:17]4[C:22]([CH:23]=[CH:24][C:9]2=3)=[CH:21][CH:20]=[CH:19][CH:18]=4)=[CH:4][CH:3]=1.[Cl:25][C:26]1[CH:34]=[CH:33][CH:32]=[CH:31][C:27]=1[C:28](Cl)=[O:29].C(NCC1C=CC(N2C(=O)CC(=O)NC3C4C(C=CC2=3)=CC=CC=4)=CC=1)(=O)C1C=CC=CC=1>>[Cl:25][C:26]1[CH:34]=[CH:33][CH:32]=[CH:31][C:27]=1[C:28]([NH:1][C:2]1[CH:7]=[CH:6][C:5]([N:8]2[C:14](=[O:15])[CH2:13][C:12](=[O:16])[NH:11][C:10]3[C:17]4[C:22]([CH:23]=[CH:24][C:9]2=3)=[CH:21][CH:20]=[CH:19][CH:18]=4)=[CH:4][CH:3]=1)=[O:29]. Procedure: By using 5-(4-aminophenyl)-1H-naphtho[1,2-b][1,4]diazepine-2,4(3H,5H)-dione (30 mg, 0.095 mmol) obtained in Example 1, (3), and 2-chlorobenzoyl chloride (14 μL, 0.114 mmol), the title compound (13 mg, yield 30%) was obtained in the same manner as that of Example 1, (4). As a reaction SMILES: [C:25]([CH2:26][CH2:27][CH2:28][CH2:29][CH2:30][CH2:31][CH2:32][CH2:33][CH3:34])(=[O:35])[Cl:36].[Cl:42][CH2:43][Cl:44].[F:1][c:2]1[cH:3][c:4]2[c:5]([c:6]([CH:9]3[CH2:10][CH2:11][N:12]([CH2:15][CH2:16][C:17]([CH2:18][CH3:19])([CH2:20][CH3:21])[OH:22])[CH2:13][CH2:14]3)[n:7][o:8]2)[cH:23][cH:24]1.[Na+:41].[O-:37][C:38]([OH:39])=[O:40]>>[ClH:36].[F:1][c:2]1[cH:3][c:4]2[c:5]([c:6]([CH:9]3[CH2:10][CH2:11][N:12]([CH2:15][CH2:16][C:17]([CH2:18][CH3:19])([CH2:20][CH3:21])[O:22][C:25]([CH2:26][CH2:27][CH2:28][CH2:29][CH2:30][CH2:31][CH2:32][CH2:33][CH3:34])=[O:35])[CH2:13][CH2:14]3)[n:7][o:8]2)[cH:23][cH:24]1. The reactants are CCCCCCCCCC(=O)Cl, ClCCl, CCC(O)(CC)CCN1CCC(c2noc3cc(F)ccc23)CC1, [Na+], O=C([O-])O. The product is Cl, CCCCCCCCCC(=O)OC(CC)(CC)CCN1CCC(c2noc3cc(F)ccc23)CC1. Starting materials: C(C1=CC=CC=C1)NC[C@@H](C)O ((2R)-1-(benzylamino)propan-2-ol), C=O (formaldehyde), C(=O)O (formic acid), [OH-].[Na+] (sodium hydroxide). Product: C(C1=CC=CC=C1)N(C[C@@H](C)O)C ((2R)-1-[Benzyl(methyl)amino]propan-2-ol). As a reaction SMILES: [CH2:1]([NH:8][CH2:9][C@H:10]([OH:12])[CH3:11])[C:2]1[CH:7]=[CH:6][CH:5]=[CH:4][CH:3]=1.C=O.[CH:15](O)=O.[OH-].[Na+]>>[CH2:1]([N:8]([CH3:15])[CH2:9][C@H:10]([OH:12])[CH3:11])[C:2]1[CH:7]=[CH:6][CH:5]=[CH:4][CH:3]=1 |f:3.4|. Procedure: Stir a mixture of 3.5 g (21.2 mmol) (2R)-1-(benzylamino)propan-2-ol [F. L. Delft, Synthesis 1997, 4, 450-454], 1.85 ml (2.0 g, 23.3 mmol) of a 35% aqueous formaldehyde solution and 3.6 ml (4.4 g, 95.3 mmol) formic acid for 16 h under reflux. After cooling to room temperature, first neutralize with 45% sodium hydroxide solution and then adjust to a pH value of 9. Extract with ethyl acetate. Wash the organic phase three times with 10 ml water each time, dry over sodium sulphate and filter. Concent... The reactants are CCOP(=O)(OCC)C1CCc2c([N+](=O)[O-])c(C(F)(F)F)cc3[nH]c(=O)c(=O)n1c23, CCO. Product: CCOP(=O)(OCC)C1CCc2c(N)c(C(F)(F)F)cc3[nH]c(=O)c(=O)n1c23. As a reaction SMILES: [CH2:1]([CH3:2])[O:3][P:4]([O:5][CH2:6][CH3:7])(=[O:8])[CH:9]1[CH2:10][CH2:11][c:12]2[c:13]3[n:14]1[c:15](=[O:30])[c:16](=[O:29])[nH:17][c:18]3[cH:19][c:20]([C:25]([F:26])([F:27])[F:28])[c:21]2[N+:22]([O-:23])=[O:24].[CH3:31][CH2:32][OH:33]>>[CH2:1]([CH3:2])[O:3][P:4]([O:5][CH2:6][CH3:7])(=[O:8])[CH:9]1[CH2:10][CH2:11][c:12]2[c:13]3[n:14]1[c:15](=[O:30])[c:16](=[O:29])[nH:17][c:18]3[cH:19][c:20]([C:25]([F:26])([F:27])[F:28])[c:21]2[NH2:22]. The reactants are C1(=CC=CC=C1)[Mg]Br (phenylmagnesium bromide), ClC1=NC=CN=C1 (Chloropyrazine), Cl (HCl). The reagents and catalysts are C1=CC=C(C=C1)P(CCP(C2=CC=CC=C2)C3=CC=CC=C3)C4=CC=CC=C4.Cl[Ni]Cl ([1,2-bis(diphenylphosphino)ethane]nickel(II) chloride). Solvent: C1CCOC1 (THF). Run at time 80 minute. Product: C1(=CC=CC=C1)C1=NC=CN=C1 (2-phenylpyrazine). The yield is 39.0%. As a reaction SMILES: Cl[C:2]1[CH:7]=[N:6][CH:5]=[CH:4][N:3]=1.[C:8]1([Mg]Br)[CH:13]=[CH:12][CH:11]=[CH:10][CH:9]=1.Cl>C1COCC1.C1C=CC(P(C2C=CC=CC=2)CCP(C2C=CC=CC=2)C2C=CC=CC=2)=CC=1.Cl[Ni]Cl>[C:8]1([C:2]2[CH:7]=[N:6][CH:5]=[CH:4][N:3]=2)[CH:13]=[CH:12][CH:11]=[CH:10][CH:9]=1 |f:4.5|. Procedure: Chloropyrazine (20.68 g, 177 mmol) and [1,2-bis(diphenylphosphino)ethane]nickel(II) chloride (41.08 g, 77.8 mmol) in dry THF (1.5 L) were mixed and stirred for 80 minutes in a flask (cooled with a water bath) under nitrogen. A solution of phenylmagnesium bromide (3M in Et2O) (103 mL, 309 mmol) was added slowly through a dropping funnel into the cooled brick-red slurry at room temperature under nitrogen over 3.5 hours. After stirring at room temperature overnight, TLC showed that the reaction was... The reactants are NC1=NC(=CC(=N1)OC)OC (2-amino-4,6-dimethoxypyrimidine), C(Cl)Cl (methylene chloride), COC(=O)C1=C(C=CC=C1)S(=O)(=O)N=C=O (2-methoxycarbonylbenzenesulfonylisocyanate), [OH-].[Na+] (sodium hydroxide). The solvent is O (water). Reaction conditions: time 16 hour. The product is COC1=NC(=NC(=C1)OC)NC(=O)NS(=O)(=O)C1=C(C=CC=C1)C(=O)OC (N-[(4,6-Dimethoxypyrimidin-2-yl)aminocarbonyl]-2-methoxycarbonylbenzenesulfonamide). The yield is 43.1%. As a reaction SMILES: [NH2:1][C:2]1[N:7]=[C:6]([O:8][CH3:9])[CH:5]=[C:4]([O:10][CH3:11])[N:3]=1.C(Cl)Cl.[CH3:15][O:16][C:17]([C:19]1[CH:24]=[CH:23][CH:22]=[CH:21][C:20]=1[S:25]([N:28]=[C:29]=[O:30])(=[O:27])=[O:26])=[O:18].[OH-].[Na+]>O>[CH3:9][O:8][C:6]1[CH:5]=[C:4]([O:10][CH3:11])[N:3]=[C:2]([NH:1][C:29]([NH:28][S:25]([C:20]2[CH:21]=[CH:22][CH:23]=[CH:24][C:19]=2[C:17]([O:16][CH3:15])=[O:18])(=[O:27])=[O:26])=[O:30])[N:7]=1 |f:3.4|. Reported procedure: A mixture containing 1.6 g of 2-amino-4,6-dimethoxypyrimidine, 30 ml of anhydrous methylene chloride and 2.4 g of 2-methoxycarbonylbenzenesulfonylisocyanate was stirred at ambient temperature and pressure for 16 hours. It was then filtered to remove unreacted amine and the filtrate evaporated at temperatures up to 40° and reduced pressure. The residue thus obtained was stirred in 25 ml of water, the pH adjusted to 10 by the addition of 50% aqueous sodium hydroxide and the solution filtered. Acid... The reactants are C(C1=CC=CC=C1)OC1=C(C=C2C(=CC=NC2=C1)OC1=CC(=C(C=C1)NC(=O)NCC)Cl)C#N (1-(4-(7-Benzyloxy-6-cyanoquinolin-4-yloxy)-2-chloro-phenyl)-3-ethylurea), FC(C(=O)O)(F)F (trifluoroacetic acid), C1(=CC=CC=C1)SC (thioanisole), hydroxy. Procedure details: 1-(4-(7-Benzyloxy-6-cyanoquinolin-4-yloxy)-2-chloro-phenyl)-3-ethylurea (1 g) was treated with trifluoroacetic acid and thioanisole for deprotection in the same manner as Production Example 21, and the obtained hydroxy compound (0.48 g) was treated in the same manner as Example 543 to obtain the title compound (0.31 g) as a solid. The product is ClC1=C(C=CC(=C1)OC1=CC=NC2=CC(=C(C=C12)C#N)OC[C@@H]1OC1)NC(=O)NCC (1-(2-Chloro-4-(6-cyano-(2R)-7-oxiranylmethoxyquinolin-4-yloxy)-phenyl)-3-ethylurea). RXN SMILES: [CH2:1]([O:8][C:9]1[CH:18]=[C:17]2[C:12]([C:13]([O:19][C:20]3[CH:25]=[CH:24][C:23]([NH:26][C:27]([NH:29][CH2:30][CH3:31])=[O:28])=[C:22]([Cl:32])[CH:21]=3)=[CH:14][CH:15]=[N:16]2)=[CH:11][C:10]=1[C:33]#[N:34])[C:2]1C=CC=C[CH:3]=1.FC(F)(F)C(O)=[O:38].C1(SC)C=CC=CC=1>>[Cl:32][C:22]1[CH:21]=[C:20]([O:19][C:13]2[C:12]3[C:17](=[CH:18][C:9]([O:8][CH2:1][C@H:2]4[CH2:3][O:38]4)=[C:10]([C:33]#[N:34])[CH:11]=3)[N:16]=[CH:15][CH:14]=2)[CH:25]=[CH:24][C:23]=1[NH:26][C:27]([NH:29][CH2:30][CH3:31])=[O:28]. Reactants: COC=1C=C(C=CC1)CCCC#C (5-m-methoxyphenylpent-1-yne), O1OOCCC1 (trioxan), C=O (formalin), C(C)NCC (diethylamine), cuprous chloride, [OH-].[Na+] (sodium hydroxide). The solvent is O1CCOCC1 (dioxan), C(C)(=O)O (acetic acid), O (water). The product is C(C)N(CC#CCCCC1=CC(=CC=C1)OC)CC (1-diethylamino-6-m-methoxyphenylhex-2-yne). Isolated yield 736.2%. RXN SMILES: [CH3:1][O:2][C:3]1[CH:4]=[C:5]([CH2:9][CH2:10][CH2:11][C:12]#[CH:13])[CH:6]=[CH:7][CH:8]=1.O1[CH2:19][CH2:18]COO1.C=O.[CH2:22]([NH:24][CH2:25]C)[CH3:23].[OH-].[Na+]>O1CCOCC1.C(O)(=O)C.O>[CH2:22]([N:24]([CH2:18][CH3:19])[CH2:25][C:13]#[C:12][CH2:11][CH2:10][CH2:9][C:5]1[CH:6]=[CH:7][CH:8]=[C:3]([O:2][CH3:1])[CH:4]=1)[CH3:23] |f:4.5|. Procedure details: Allow 5-m-methoxyphenylpent-1-yne (8 g) to stand for 12 hours at 70°C under nitrogen with water (2.5 cc), trioxan (0.5 g), 30% formalin (5.5 g), diethylamine (4 g), acetic acid (2.75 g), dioxan (25 cc) and cuprous chloride (0.13 g). Make the cooled solution alkaline with 10% aqueous sodium hydroxide and extract with ether; then extract the ether extract with 10% hydrochloric acid: wash the acid extract with ether, make alkaline with 10% aqueous sodium hydroxide, extract with ether, and then wash... The reactants are [Na+], CN(C)C=O, [OH-], O, O=P(Cl)(Cl)Cl, c1ccc(N(c2ccccc2)c2ccccc2)cc1. Yields the product O=Cc1ccc(N(c2ccccc2)c2ccccc2)cc1. Reaction SMILES: [Na+:27].[O:28]=[CH:29][N:30]([CH3:31])[CH3:32].[OH-:26].[OH2:25].[P:20]([Cl:21])([Cl:22])([Cl:23])=[O:24].[c:1]1([N:7]([c:8]2[cH:9][cH:10][cH:11][cH:12][cH:13]2)[c:14]2[cH:15][cH:16][cH:17][cH:18][cH:19]2)[cH:2][cH:3][cH:4][cH:5][cH:6]1>>[c:1]1([N:7]([c:8]2[cH:9][cH:10][c:11]([CH:29]=[O:28])[cH:12][cH:13]2)[c:14]2[cH:15][cH:16][cH:17][cH:18][cH:19]2)[cH:2][cH:3][cH:4][cH:5][cH:6]1.